This data is from the Open Reaction Database (ORD), a public repository of structured organic reaction records. The task is: describe an organic reaction: reactants, conditions, products, and yield The reactants are ClP1Oc2ccccc2-c2ccccc21, [GeH4], O. The product is O=[PH]1Oc2ccccc2-c2ccccc21. As a reaction SMILES: [Cl:2][P:3]1[O:4][c:5]2[c:6]([cH:13][cH:14][cH:15][cH:16]2)-[c:7]2[c:8]1[cH:9][cH:10][cH:11][cH:12]2.[GeH4:1].[OH2:17]>>[PH:3]1(=[O:17])[O:4][c:5]2[c:6]([cH:13][cH:14][cH:15][cH:16]2)-[c:7]2[c:8]1[cH:9][cH:10][cH:11][cH:12]2.